From a dataset of the Open Reaction Database (ORD), a public repository of structured organic reaction records. describe an organic reaction: reactants, conditions, products, and yield Reactants: ClC1=CC=C(C=C1)N1CCN(CC1)C=1N=C(C2=C(N1)CCS2=O)N[C@H]2CNCC2 ({2-[4-(4-chloro-phenyl)-piperazin-1-yl]-5-oxo-6,7-dihydro-5H-5λ4-thieno[3,2-d]pyrimidin-4-yl}-(R)-pyrrolidin-3-yl-amine), O1[C@H](CCC1)C(=O)O ((R)-(+)-tetrahydrofuran-2-carboxylic acid). Yields the product ClC1=CC=C(C=C1)N1CCN(CC1)C=1N=C(C2=C(N1)CCS2=O)N[C@H]2CN(CC2)C(=O)[C@@H]2OCCC2 (((R)-3-{2-[4-(4-chloro-phenyl)-piperazin-1-yl]-5-oxo-6,7-dihydro-5H-5λ4-thieno[3,2-d]pyrimidin-4-ylamino}-pyrrolidin-1-yl)-(R)-tetrahydro-furan-2-yl-methanone). As a reaction SMILES: [Cl:1][C:2]1[CH:7]=[CH:6][C:5]([N:8]2[CH2:13][CH2:12][N:11]([C:14]3[N:15]=[C:16]([NH:24][C@@H:25]4[CH2:29][CH2:28][NH:27][CH2:26]4)[C:17]4[S:22](=[O:23])[CH2:21][CH2:20][C:18]=4[N:19]=3)[CH2:10][CH2:9]2)=[CH:4][CH:3]=1.[O:30]1[CH2:34][CH2:33][CH2:32][C@@H:31]1[C:35](O)=[O:36]>>[Cl:1][C:2]1[CH:7]=[CH:6][C:5]([N:8]2[CH2:9][CH2:10][N:11]([C:14]3[N:15]=[C:16]([NH:24][C@@H:25]4[CH2:29][CH2:28][N:27]([C:35]([C@H:31]5[CH2:32][CH2:33][CH2:34][O:30]5)=[O:36])[CH2:26]4)[C:17]4[S:22](=[O:23])[CH2:21][CH2:20][C:18]=4[N:19]=3)[CH2:12][CH2:13]2)=[CH:4][CH:3]=1. Procedure details: Starting from {2-[4-(4-chloro-phenyl)-piperazin-1-yl]-5-oxo-6,7-dihydro-5H-5λ4-thieno[3,2-d]pyrimidin-4-yl}-(R)-pyrrolidin-3-yl-amine Diastereomer 1 (Example 171) (see scheme 3, 3.22) and (R)-(+)-tetrahydrofuran-2-carboxylic acid, Example 196 is prepared as described in Example 231 (see scheme 7). The product is purified by preparative HPLC (method B). Analytical HPLC-MS (method D): RT=1.18 min. Reactants: C1(CCCCC1)CC(=O)Cl (Cyclohexylacetyl chloride), [NH4+].[OH-] (NH4OH), C(=O)(O)[O-].[Na+] (NaHCO3). The solvent is CCOC(=O)C (EtOAc). Yields the product C1(CCCCC1)CC(=O)N (2-cyclohexylacetamide). Yield: 52.2%. RXN SMILES: [CH:1]1([CH2:7][C:8](Cl)=[O:9])[CH2:6][CH2:5][CH2:4][CH2:3][CH2:2]1.[NH4+:11].[OH-].C([O-])(O)=O.[Na+]>CCOC(C)=O>[CH:1]1([CH2:7][C:8]([NH2:11])=[O:9])[CH2:6][CH2:5][CH2:4][CH2:3][CH2:2]1 |f:1.2,3.4|. Procedure: Cyclohexylacetyl chloride (1 mL, 6.52 mmol) was added to solution of NH4OH (˜15M, 5 mL, ˜75 mmol) in EtOAc (5 mL) and satd. NaHCO3 (5 mL) and stirred at RT for 20 minutes. The layers were separated, the aqueous layer extracted with EtOAc (2×) and the combined organics were dried over Na2SO4 and concentrated to dryness to afford 2-cyclohexylacetamide (481 mg, 52%) as a white solid.